From a dataset of the Open Reaction Database (ORD), a public repository of structured organic reaction records. describe an organic reaction: reactants, conditions, products, and yield Reactants: BrC1=CC(=CC=C1)CBr (1-bromo-3-(bromomethyl)benzene), P(OCC)(OCC)OCC (triethyl phosphite), O=C1CCN(CC1)C(=O)OC(C)(C)C (tert-butyl 4-oxopiperidine-1-carboxylate), [H-].[Na+] (sodium hydride). The solvent is O (water), COCCOC (DME). Reaction conditions: temperature 90 celsius, time 2.5 hour. The product is BrC=1C=C(C=C2CCN(CC2)C(=O)OC(C)(C)C)C=CC1 (tert-butyl 4-(3-bromobenzylidene)piperidine-1-carboxylate). Yield: 51.5%. Reaction SMILES: [Br:1][C:2]1[CH:7]=[CH:6][CH:5]=[C:4]([CH2:8]Br)[CH:3]=1.P(OCC)(OCC)OCC.O=[C:21]1[CH2:26][CH2:25][N:24]([C:27]([O:29][C:30]([CH3:33])([CH3:32])[CH3:31])=[O:28])[CH2:23][CH2:22]1.[H-].[Na+]>O.COCCOC>[Br:1][C:2]1[CH:3]=[C:4]([CH:5]=[CH:6][CH:7]=1)[CH:8]=[C:21]1[CH2:26][CH2:25][N:24]([C:27]([O:29][C:30]([CH3:33])([CH3:32])[CH3:31])=[O:28])[CH2:23][CH2:22]1 |f:3.4|. Procedure details: The mixture of 1-bromo-3-(bromomethyl)benzene (6.2 g, 24.8 mmol) and triethyl phosphite (4.53 g, 27.28 mmol) was heated at 90° C. for 12 hours, cooled to 0° C., added DME (40 ml) and tert-butyl 4-oxopiperidine-1-carboxylate (5.73 g, 28.8 mmol) and sodium hydride (1.19 g, 49.6 mmol) and stirred at RT for 2-3 hours. Diluted with water and extracted with ether to afford 4.5 g (51.5% yield) of the titled product after purification with (60/120 silica gel) column chromatography using 10% ethyl acetat...